This data is from the Open Reaction Database (ORD), a public repository of structured organic reaction records. The task is: describe an organic reaction: reactants, conditions, products, and yield Reactants: ClCCl, Cl, CC(C)(C)OC(=O)NC(CC(N)=O)c1ccc(Cl)cc1, C1COCCO1. Product: NC(=O)CC(N)c1ccc(Cl)cc1. RXN SMILES: [Cl:28][CH2:29][Cl:30].[ClH:1].[NH2:8][C:9]([CH2:10][CH:11]([c:12]1[cH:13][cH:14][c:15]([Cl:18])[cH:16][cH:17]1)[NH:19][C:20](=[O:21])[O:22][C:23]([CH3:24])([CH3:25])[CH3:26])=[O:27].[O:2]1[CH2:3][CH2:4][O:5][CH2:6][CH2:7]1>>[NH2:8][C:9]([CH2:10][CH:11]([c:12]1[cH:13][cH:14][c:15]([Cl:18])[cH:16][cH:17]1)[NH2:19])=[O:27]. The reactants are N1C(=NC2=C1C=CC=C2)C(C)O (1-(1H-benzoimidazol-2-yl)-ethanol), ClC(C)Cl (dichloro ethane), S(=O)(Cl)Cl (Thionyl chloride). Yields the product ClC(C)C1=NC2=C(N1)C=CC=C2 (2-(1-Chloro-ethyl)-1H-benzimidazole). Reaction SMILES: [NH:1]1[C:5]2[CH:6]=[CH:7][CH:8]=[CH:9][C:4]=2[N:3]=[C:2]1[CH:10](O)[CH3:11].[Cl:13]C(Cl)C.S(Cl)(Cl)=O>>[Cl:13][CH:10]([C:2]1[NH:3][C:4]2[CH:9]=[CH:8][CH:7]=[CH:6][C:5]=2[N:1]=1)[CH3:11]. Reported procedure: 1-(1H-Benzimidazol-2-yl)-ethanol (146) (1.00 g, 6.16 mmol) was suspended in dichloro ethane (50 mL, 800 mmol). Thionyl chloride (4.00 mL, 54.8 mmol) was added dropwise and the reaction was stirred at room temperature and then heated to 60° C. for 6 hours. After cooling to room temperature the reaction was evaporated to dryness under reduced pressure. The obtained solid was washed with ethyl acetate. The powder was suspended in ethyl acetate and washed with saturated sodium bicarbonate solution a... Starting materials: CCO, O=[N+]([O-])c1cc(Cl)cnc1F, [H][H]. Yields the product Nc1cc(Cl)cnc1F. RXN SMILES: [CH3:14][CH2:15][OH:16].[Cl:1][c:2]1[cH:3][c:4]([N+:9]([O-:10])=[O:11])[c:5]([F:8])[n:6][cH:7]1.[H:12][H:13]>>[Cl:1][c:2]1[cH:3][c:4]([NH2:9])[c:5]([F:8])[n:6][cH:7]1. Reactants: [H-].[Na+] (NaH), C(C1=CC=CC=C1)O (Benzyl alcohol), C(C1=CC=CC=C1)(=O)O[C@@H]1[C@H](O[C@H]([C@]1(C)F)N1C2=NC(=NC(=C2N=C1)Cl)N)COC(C1=CC=CC=C1)=O ((2R,3R,4R,5R) -5-(2-amino-6-chloro-9H-purin-9-yl)-2-(benzoyloxymethyl)-4-fluoro-4-methyltetrahydrofuran-3-yl benzoate), C(C1=CC=CC=C1)O (benzyl alcohol), nucleoside, solid. Run in CN(C)C=O (DMF). Reaction conditions: temperature 0 celsius, time 3 hour. The product is NC1=NC(=C2N=CN(C2=N1)[C@H]1[C@]([C@@H]([C@H](O1)CO)O)(C)F)OCC1=CC=CC=C1 ((2R,3R,4R,5R)-5-(2-amino-6-(benzyloxy)-9H-purin-9-yl)-4-fluoro-2-(hydroxymethyl)-4-methyltetrahydrofuran-3-ol). RXN SMILES: C([O:9][C@H:10]1[C@:14]([F:16])([CH3:15])[C@H:13]([N:17]2[CH:25]=[N:24][C:23]3[C:18]2=[N:19][C:20]([NH2:27])=[N:21][C:22]=3Cl)[O:12][C@@H:11]1[CH2:28][O:29]C(=O)C1C=CC=CC=1)(=O)C1C=CC=CC=1.[CH2:38]([OH:45])[C:39]1[CH:44]=[CH:43][CH:42]=[CH:41][CH:40]=1.[H-].[Na+]>CN(C=O)C>[NH2:27][C:20]1[N:19]=[C:18]2[C:23]([N:24]=[CH:25][N:17]2[C@@H:13]2[O:12][C@H:11]([CH2:28][OH:29])[C@@H:10]([OH:9])[C@:14]2([F:16])[CH3:15])=[C:22]([O:45][CH2:38][C:39]2[CH:44]=[CH:43][CH:42]=[CH:41][CH:40]=2)[N:21]=1 |f:2.3|. Reported procedure: To a 500 mL of dry round-bottomed flask were added (2R,3R,4R,5R)-5-(2-amino-6-chloro-9H-purin-9-yl)-2-(benzoyloxymethyl)-4-fluoro-4-methyltetrahydrofuran-3-yl benzoate (6a, 8.0 g, 15.2 mmol) and anhydrous benzyl alcohol (128 mL). To another 250 mL of dry round-bottomed flask were charged NaH (60% in mineral oil, 2.44 g, 60.8 mmol) and anhydrous DMF (40 mL). The suspension was stirred at 0° C. in an ice-water bath. Benzyl alcohol (27 mL) was added drop-wise via a syringe. A solution was slowly fo...